Dataset: the Open Reaction Database (ORD), a public repository of structured organic reaction records. Task: describe an organic reaction: reactants, conditions, products, and yield Starting materials: CCOC(=O)C(Cc1ccc(OCc2ccccc2)cc1)OCC, [Li+], C1COCCO1, [OH-], O, O. Yields the product CCOC(Cc1ccc(OCc2ccccc2)cc1)C(=O)O. Reaction SMILES: [CH2:4]([CH3:5])[O:6][C:7]([CH:8]([CH2:9][c:10]1[cH:11][cH:12][c:13]([O:16][CH2:17][c:18]2[cH:19][cH:20][cH:21][cH:22][cH:23]2)[cH:14][cH:15]1)[O:24][CH2:25][CH3:26])=[O:27].[Li+:3].[O:29]1[CH2:30][CH2:31][O:32][CH2:33][CH2:34]1.[OH-:2].[OH2:1].[OH2:28]>>[O:6]=[C:7]([CH:8]([CH2:9][c:10]1[cH:11][cH:12][c:13]([O:16][CH2:17][c:18]2[cH:19][cH:20][cH:21][cH:22][cH:23]2)[cH:14][cH:15]1)[O:24][CH2:25][CH3:26])[OH:27]. The reactants are C(C)(C)N(CC)C(C)C (Diisopropyl ethylamine), S(=O)(Cl)Cl (Thionyl chloride), COC([C@@H](NC(=O)OCC1=CC=CC=C1)CO)=O (N-CBZ-L-serine methyl ester). Solvent: C(C)O (ethyl alcohol). Conditions: time 16 hour. Product: C(C)OC([C@@H](NC(=O)OCC1=CC=CC=C1)CO)=O (N-CBZ-L-serine ethyl ester). RXN SMILES: S(Cl)(Cl)=O.[CH:5](N(C(C)C)CC)(C)C.[CH3:14][O:15][C:16](=[O:31])[C@H:17]([CH2:29][OH:30])[NH:18][C:19]([O:21][CH2:22][C:23]1[CH:28]=[CH:27][CH:26]=[CH:25][CH:24]=1)=[O:20]>C(O)C>[CH2:14]([O:15][C:16](=[O:31])[C@H:17]([CH2:29][OH:30])[NH:18][C:19]([O:21][CH2:22][C:23]1[CH:28]=[CH:27][CH:26]=[CH:25][CH:24]=1)=[O:20])[CH3:5]. Procedure details: Thionyl chloride (5.25 mL, 72 mmol, 3.6 equiv.) is added dropwise to a 0° C. solution of absolute ethyl alcohol (20 ml). Diisopropyl ethylamine (3.45 ml, 19. mmol, 1 equiv.) was added and then 4.8 g of N-CBZ-L-serine methyl ester was added as a solid. Stirring is continued for 16 hours at room temperature. The ethanol and thionyl chloride are then removed by rotary evaporation and the residue is dissolved in ethyl acetate (200 mil). The organic phase is washed with 1N hydrochloric acid (50 ml) a... Starting materials: CC(C)(C)OC(=O)NC1(c2cccc(C(C)(C)C)c2)CCc2n[nH]cc2C1, Cl, C1COCCO1. The product is CC(C)(C)c1cccc(C2(N)CCc3n[nH]cc3C2)c1. Reaction SMILES: [C:1]([O:2][C:3](=[O:4])[NH:7][C:8]1([c:17]2[cH:18][c:19]([C:23]([CH3:24])([CH3:25])[CH3:26])[cH:20][cH:21][cH:22]2)[CH2:9][c:10]2[cH:11][nH:12][n:13][c:14]2[CH2:15][CH2:16]1)([CH3:5])([CH3:6])[CH3:27].[ClH:34].[O:28]1[CH2:29][CH2:30][O:31][CH2:32][CH2:33]1>>[NH2:7][C:8]1([c:17]2[cH:18][c:19]([C:23]([CH3:24])([CH3:25])[CH3:26])[cH:20][cH:21][cH:22]2)[CH2:9][c:10]2[cH:11][nH:12][n:13][c:14]2[CH2:15][CH2:16]1. Starting materials: FC(C1=CC=C(C=C1)C1NCCC2=CC=CC=C12)(F)F (1-(4-(trifluoromethyl)phenyl)-1,2,3,4-tetrahydroisoquinoline), CCN(C(C)C)C(C)C (DIEA), C(C1=CC=CC=C1)N=C=O (benzyl isocyanate). The solvent is C(Cl)Cl (DCM). Product: C(C1=CC=CC=C1)NC(=O)N1C(C2=CC=CC=C2CC1)C1=CC=C(C=C1)C(F)(F)F (N-Benzyl-1-(4-(trifluoromethyl)phenyl)-3,4-dihydroisoquinoline-2(1H)-carboxamide). RXN SMILES: [F:1][C:2]([F:20])([F:19])[C:3]1[CH:8]=[CH:7][C:6]([CH:9]2[C:18]3[C:13](=[CH:14][CH:15]=[CH:16][CH:17]=3)[CH2:12][CH2:11][NH:10]2)=[CH:5][CH:4]=1.CCN(C(C)C)C(C)C.[CH2:30]([N:37]=[C:38]=[O:39])[C:31]1[CH:36]=[CH:35][CH:34]=[CH:33][CH:32]=1>C(Cl)Cl>[CH2:30]([NH:37][C:38]([N:10]1[CH2:11][CH2:12][C:13]2[C:18](=[CH:17][CH:16]=[CH:15][CH:14]=2)[CH:9]1[C:6]1[CH:5]=[CH:4][C:3]([C:2]([F:1])([F:19])[F:20])=[CH:8][CH:7]=1)=[O:39])[C:31]1[CH:36]=[CH:35][CH:34]=[CH:33][CH:32]=1. Procedure: To a solution of 1-(4-(trifluoromethyl)phenyl)-1,2,3,4-tetrahydroisoquinoline (100 mg, 0.36 mmol, example 9 (step 3) and DIEA (62.8 μL, 0.36 mmol) in DCM (2 mL) was added benzyl isocyanate (44.2 μL, 0.36 mmol). The resulting mixture was reacted under the same conditions as described for example 10 to give the title compound as a white solid. MS (ESI, positive ion) m/z: 411 (M+H). Reaction SMILES: [C:1]([CH3:2])([CH3:3])([CH3:4])[Si:5]([O:6][CH:7]1[C:8]2([c:15]3[cH:16][cH:17][cH:18][cH:19][cH:20]3)[CH2:9][CH2:10][CH:11]([CH2:12][CH2:13]1)[NH:14]2)([CH3:21])[CH3:22].[C:27](=[O:28])([O-:29])[O-:30].[CH2:23]([CH:24]=[CH2:25])[Br:26].[CH3:33][N:34]([CH3:35])[CH:36]=[O:37].[CH3:38][CH2:39][O:40][CH2:41][CH3:42].[K+:31].[K+:32]>>[C:1]([CH3:2])([CH3:3])([CH3:4])[Si:5]([O:6][CH:7]1[C:8]2([c:15]3[cH:16][cH:17][cH:18][cH:19][cH:20]3)[CH2:9][CH2:10][CH:11]([CH2:12][CH2:13]1)[N:14]2[CH2:25][CH:24]=[CH2:23])([CH3:21])[CH3:22]. Product: C=CCN1C2CCC(O[Si](C)(C)C(C)(C)C)C1(c1ccccc1)CC2. Reactants: CC(C)(C)[Si](C)(C)OC1CCC2CCC1(c1ccccc1)N2, O=C([O-])[O-], C=CCBr, CN(C)C=O, CCOCC, [K+], [K+]. Reactants: C(C)(C)(C)OC(=O)N1CCC(CC1)NC1=CC=C(C=C1)OC1=CC=C(C=C1)C(=O)OC (4-[4-(4-methoxycarbonyl-phenoxy)-phenylamino]-piperidine-1-carboxylic acid tert-butyl ester), FC1=C(CBr)C=C(C=C1)C#N (2-fluoro-5-cyanobenzyl bromide). The product is C(C)(C)(C)OC(=O)N1CCC(CC1)N(C1=CC=C(C=C1)OC1=CC=C(C=C1)C(=O)OC)CC1=C(C=CC(=C1)C#N)F (4-{(5-cyano-2-fluoro-benzyl)-[4-(4-methoxycarbonyl-phenoxy)-phenyl]-amino}-piperidine-1-carboxylic acid tert-butyl ester). The yield is 89.3%. Reaction SMILES: [C:1]([O:5][C:6]([N:8]1[CH2:13][CH2:12][CH:11]([NH:14][C:15]2[CH:20]=[CH:19][C:18]([O:21][C:22]3[CH:27]=[CH:26][C:25]([C:28]([O:30][CH3:31])=[O:29])=[CH:24][CH:23]=3)=[CH:17][CH:16]=2)[CH2:10][CH2:9]1)=[O:7])([CH3:4])([CH3:3])[CH3:2].[F:32][C:33]1[CH:40]=[CH:39][C:38]([C:41]#[N:42])=[CH:37][C:34]=1[CH2:35]Br>>[C:1]([O:5][C:6]([N:8]1[CH2:13][CH2:12][CH:11]([N:14]([CH2:35][C:34]2[CH:37]=[C:38]([C:41]#[N:42])[CH:39]=[CH:40][C:33]=2[F:32])[C:15]2[CH:20]=[CH:19][C:18]([O:21][C:22]3[CH:23]=[CH:24][C:25]([C:28]([O:30][CH3:31])=[O:29])=[CH:26][CH:27]=3)=[CH:17][CH:16]=2)[CH2:10][CH2:9]1)=[O:7])([CH3:4])([CH3:3])[CH3:2]. Procedure details: Using general procedure H, 4-[4-(4-methoxycarbonyl-phenoxy)-phenylamino]-piperidine-1-carboxylic acid tert-butyl ester (see EXAMPLE 96) (430 mg, 1.04 mmol) and 2-fluoro-5-cyanobenzyl bromide (289 mg, 1.35 mmol) afforded 4-{(5-cyano-2-fluoro-benzyl)-[4-(4-methoxycarbonyl-phenoxy)-phenyl]-amino}-piperidine-1-carboxylic acid tert-butyl ester as a white solid (520 mg, 89%). Starting materials: C(CC(C)C)OCC([C@H](CC(C)C)NC(=O)OCC1=CC=CC=C1)O ((2RS, 3S)-3-carbobenzoxyamino-2-hydroxy-5-methylhexyl isoamyl ether), Cl (hydrochloric acid). The reagents and catalysts are [Pd] (palladium charcoal). Solvent: CO (methanol). The product is Cl.C(CC(C)C)OCC([C@H](CC(C)C)N)O ((2RS, 3S)-3-amino-2-hydroxy-5-methylhexyl isoamyl ether hydrochloride). As a reaction SMILES: [CH2:1]([O:6][CH2:7][CH:8]([OH:25])[C@@H:9]([NH:14]C(OCC1C=CC=CC=1)=O)[CH2:10][CH:11]([CH3:13])[CH3:12])[CH2:2][CH:3]([CH3:5])[CH3:4].[ClH:26]>CO.[Pd]>[ClH:26].[CH2:1]([O:6][CH2:7][CH:8]([OH:25])[C@@H:9]([NH2:14])[CH2:10][CH:11]([CH3:13])[CH3:12])[CH2:2][CH:3]([CH3:5])[CH3:4] |f:4.5|. Procedure details: To a solution of 95 mg of the ether obtained in 2 ml of methanol was added 0.27 ml of a 1N-hydrochloric acid, and the mixture was hydrogenated over 10 mg of a 10% palladium charcoal under hydrogen atmosphere. After filtration of the catalyst, the filtrate was evaporated under reduced pressure to obtain 65 mg of (2RS, 3S)-3-amino-2-hydroxy-5-methylhexyl isoamyl ether hydrochloride as a colorless viscous oil. Starting materials: C(C)(C)(C)C1(CC=CC=C1)[SiH2]C([SiH2]C1=CC=CC=C1)(C=1C=NC(=CC1)Cl)OC([SiH2]C1(CC=CC=C1)C(C)(C)C)([SiH2]C1=CC=CC=C1)C=1C=NC(=CC1)Cl (1-(tert-butyl)-1,1-diphenylsilyl [(6-chloro-3-pyridyl)methyl]ether), C1(=CC=CC=C1)C (toluene), C(CCC)C(=C(CCCC)CCCC)[Sn] (tributylvinyltin). The reagents and catalysts are C=1C=CC(=CC1)[P](C=2C=CC=CC2)(C=3C=CC=CC3)[Pd]([P](C=4C=CC=CC4)(C=5C=CC=CC5)C=6C=CC=CC6)([P](C=7C=CC=CC7)(C=8C=CC=CC8)C=9C=CC=CC9)[P](C=1C=CC=CC1)(C=1C=CC=CC1)C=1C=CC=CC1 (tetrakis(triphenylphosphine)palladium). Reaction conditions: temperature 120 celsius. Product: C(C)(C)(C)C1(CC=CC=C1)[SiH2]C([SiH2]C1=CC=CC=C1)(C=1C=NC(=CC1)C=C)OC([SiH2]C1(CC=CC=C1)C(C)(C)C)([SiH2]C1=CC=CC=C1)C=1C=NC(=CC1)C=C (1-(tert-Butyl)-1,1-diphenylsilyl [(6-vinyl-3-pyridyl)methyl]ether). Isolated yield 89.3%. RXN SMILES: [C:1]([C:5]1([SiH2:11][C:12]([O:27][C:28]([C:47]2[CH:48]=[N:49][C:50](Cl)=[CH:51][CH:52]=2)([SiH2:40][C:41]2[CH:46]=[CH:45][CH:44]=[CH:43][CH:42]=2)[SiH2:29][C:30]2([C:36]([CH3:39])([CH3:38])[CH3:37])[CH:35]=[CH:34][CH:33]=[CH:32][CH2:31]2)([C:20]2[CH:21]=[N:22][C:23](Cl)=[CH:24][CH:25]=2)[SiH2:13][C:14]2[CH:19]=[CH:18][CH:17]=[CH:16][CH:15]=2)[CH:10]=[CH:9][CH:8]=[CH:7][CH2:6]1)([CH3:4])([CH3:3])[CH3:2].[CH2:54](C([Sn])=C(CCCC)CCCC)[CH2:55]CC.[C:69]1(C)C=CC=C[CH:70]=1>C1C=CC([P]([Pd]([P](C2C=CC=CC=2)(C2C=CC=CC=2)C2C=CC=CC=2)([P](C2C=CC=CC=2)(C2C=CC=CC=2)C2C=CC=CC=2)[P](C2C=CC=CC=2)(C2C=CC=CC=2)C2C=CC=CC=2)(C2C=CC=CC=2)C2C=CC=CC=2)=CC=1>[C:1]([C:5]1([SiH2:11][C:12]([O:27][C:28]([C:47]2[CH:48]=[N:49][C:50]([CH:69]=[CH2:70])=[CH:51][CH:52]=2)([SiH2:40][C:41]2[CH:46]=[CH:45][CH:44]=[CH:43][CH:42]=2)[SiH2:29][C:30]2([C:36]([CH3:39])([CH3:38])[CH3:37])[CH:35]=[CH:34][CH:33]=[CH:32][CH2:31]2)([C:20]2[CH:21]=[N:22][C:23]([CH:54]=[CH2:55])=[CH:24][CH:25]=2)[SiH2:13][C:14]2[CH:19]=[CH:18][CH:17]=[CH:16][CH:15]=2)[CH:10]=[CH:9][CH:8]=[CH:7][CH2:6]1)([CH3:4])([CH3:3])[CH3:2] |^1:55,79,81,100,119|. Procedure: After dissolving 1-(tert-butyl)-1,1-diphenylsilyl [(6-chloro-3-pyridyl)methyl]ether (20 g, 52.3 mmol) in toluene (104 ml) and degassing the solution, tetrakis(triphenylphosphine)palladium (3.0 g, 2.6 mmol) and tributylvinyltin (16.5 ml, 56.5 mmol) were added under a nitrogen stream and the mixture was heated to reflux at 120° C. for 7 hours. The reaction mixture was then cooled to room temperature and concentrated under reduced pressure, and the residue was purified by silica gel column chromato...